Dataset: the Open Reaction Database (ORD), a public repository of structured organic reaction records. Task: describe an organic reaction: reactants, conditions, products, and yield The reactants are CC(C)(C)OC(=O)CCN(CCC12CC3CC(CC(C3)C1)C2)C(=O)NCCCc1ccncc1, C1COCCO1, CCOC(C)=O, Cl. The product is O=C1CCN(CCC23CC4CC(CC(C4)C2)C3)C(=O)N1CCCc1ccncc1, Cl. Reaction SMILES: [C:2]12([CH2:12][CH2:13][N:14]([C:15](=[O:16])[NH:17][CH2:18][CH2:19][CH2:20][c:21]3[cH:22][cH:23][n:24][cH:25][cH:26]3)[CH2:27][CH2:28][C:29]([O:31][C:30]([CH3:32])([CH3:33])[CH3:34])=[O:35])[CH2:3][CH:4]3[CH2:5][CH:6]([CH2:7][CH:8]([CH2:9]1)[CH2:10]3)[CH2:11]2.[CH2:42]1[O:43][CH2:44][CH2:45][O:46][CH2:47]1.[CH3:36][CH2:37][O:38][C:39](=[O:40])[CH3:41].[ClH:1]>>[C:2]12([CH2:12][CH2:13][N:14]3[C:15](=[O:16])[N:17]([CH2:18][CH2:19][CH2:20][c:21]4[cH:22][cH:23][n:24][cH:25][cH:26]4)[C:29](=[O:31])[CH2:28][CH2:27]3)[CH2:3][CH:4]3[CH2:5][CH:6]([CH2:7][CH:8]([CH2:9]1)[CH2:10]3)[CH2:11]2.[ClH:1]. Reactants: CCOC(=O)C(CC)Oc1ccc(C(C)(C)CC)cc1C(C)(C)CC, Cc1ccccc1, [Na+], [OH-], O, O=S(=O)(O)O. The product is CCC(Oc1ccc(C(C)(C)CC)cc1C(C)(C)CC)C(=O)O. RXN SMILES: [C:1]([CH3:2])([CH3:3])([CH2:4][CH3:5])[c:6]1[c:7]([O:8][CH:9]([C:10](=[O:11])[O:12][CH2:13][CH3:14])[CH2:15][CH3:16])[cH:17][cH:18][c:19]([C:21]([CH3:22])([CH3:23])[CH2:24][CH3:25])[cH:20]1.[CH3:34][c:35]1[cH:36][cH:37][cH:38][cH:39][cH:40]1.[Na+:27].[OH-:26].[OH2:33].[S:28](=[O:29])(=[O:30])([OH:31])[OH:32]>>[C:1]([CH3:2])([CH3:3])([CH2:4][CH3:5])[c:6]1[c:7]([O:8][CH:9]([C:10](=[O:11])[OH:12])[CH2:15][CH3:16])[cH:17][cH:18][c:19]([C:21]([CH3:22])([CH3:23])[CH2:24][CH3:25])[cH:20]1. Reactants: OCCC1=CC=C(C=C1)CC(C(=O)OCC)OC(C)C (ethyl 3-[4-(2-hydroxyethyl)phenyl]-2-isopropoxypropanoate), COC1=CC=C(C=C1)N=C=O (4-methoxyphenylisocyanate). Yields the product C(C)(C)OC(C(=O)O)CC1=CC=C(C=C1)CCOC(NC1=CC=C(C=C1)OC)=O (2-Isopropoxy-3-(4-{2-[(4-methoxyphenyl)carbamoyloxy]ethyl}phenyl)propanoic acid). Reaction SMILES: [OH:1][CH2:2][CH2:3][C:4]1[CH:9]=[CH:8][C:7]([CH2:10][CH:11]([O:17][CH:18]([CH3:20])[CH3:19])[C:12]([O:14]CC)=[O:13])=[CH:6][CH:5]=1.[CH3:21][O:22][C:23]1[CH:28]=[CH:27][C:26]([N:29]=[C:30]=[O:31])=[CH:25][CH:24]=1>>[CH:18]([O:17][CH:11]([CH2:10][C:7]1[CH:6]=[CH:5][C:4]([CH2:3][CH2:2][O:1][C:30](=[O:31])[NH:29][C:26]2[CH:25]=[CH:24][C:23]([O:22][CH3:21])=[CH:28][CH:27]=2)=[CH:9][CH:8]=1)[C:12]([OH:14])=[O:13])([CH3:19])[CH3:20]. Procedure: Using ethyl 3-[4-(2-hydroxyethyl)phenyl]-2-isopropoxypropanoate and 4-methoxyphenylisocyanate, the title compound was obtained in the same manner as described in Example 148. Reactants: OC1(Cc2ccccc2)CCNCC1, CC#N, [K+], [K+], O=C([O-])[O-], CS(=O)(=O)CCC#Cc1ccccc1. The product is OC1(Cc2ccccc2)CCN(CCC#Cc2ccccc2)CC1. As a reaction SMILES: [CH2:15]([c:16]1[cH:17][cH:18][cH:19][cH:20][cH:21]1)[C:22]1([OH:28])[CH2:23][CH2:24][NH:25][CH2:26][CH2:27]1.[CH3:35][C:36]#[N:37].[K+:29].[K+:30].[O-:31][C:32]([O-:33])=[O:34].[S:1]([CH3:2])(=[O:3])(=[O:4])[CH2:5][CH2:6][C:7]#[C:8][c:9]1[cH:10][cH:11][cH:12][cH:13][cH:14]1>>[CH2:5]([CH2:6][C:7]#[C:8][c:9]1[cH:10][cH:11][cH:12][cH:13][cH:14]1)[N:25]1[CH2:24][CH2:23][C:22]([CH2:15][c:16]2[cH:17][cH:18][cH:19][cH:20][cH:21]2)([OH:28])[CH2:27][CH2:26]1. Starting materials: C1(=CC=CC=C1)OCC1=CC(=C(C=C1)F)Br (3-bromo-4-fluorobenzyl phenyl ether), C1(=CC=CC=C1)[O-].[Na+] (sodium phenolate), [Cl-].[K+] (potassium chloride), COCCOCCOC (bis-(2-methoxyethyl) ether). The reagents and catalysts are [Cu] (copper). Run in C1(=CC=CC=C1)C (toluene). Run at temperature 160 celsius. Product: C1(=CC=CC=C1)OCC1=CC(=C(C=C1)F)OC1=CC=CC=C1 (4-fluoro-3-phenoxy-benzyl phenyl ether). Yield: 80.1%. Reaction SMILES: [C:1]1([O:7][CH2:8][C:9]2[CH:14]=[CH:13][C:12]([F:15])=[C:11](Br)[CH:10]=2)[CH:6]=[CH:5][CH:4]=[CH:3][CH:2]=1.[C:17]1([O-:23])[CH:22]=[CH:21][CH:20]=[CH:19][CH:18]=1.[Na+].[Cl-].[K+].COCCOCCOC>[Cu].C1(C)C=CC=CC=1>[C:1]1([O:7][CH2:8][C:9]2[CH:14]=[CH:13][C:12]([F:15])=[C:11]([O:23][C:17]3[CH:22]=[CH:21][CH:20]=[CH:19][CH:18]=3)[CH:10]=2)[CH:6]=[CH:5][CH:4]=[CH:3][CH:2]=1 |f:1.2,3.4|. Reported procedure: A mixture of 84.3 g (0.3 mol) of 3-bromo-4-fluorobenzyl phenyl ether, 34.8 g (0.3 mol) of sodium phenolate, 7 g (0.11 mol) of copper powder, 10 g of potassium chloride and 50 ml of bis-(2-methoxyethyl) ether (diglyme) was heated to 160° C. for 5 hours, while stirring. The reaction batch was then cooled to 80° C., 300 ml of toluene were added and the mixture was filtered. The filtrate was washed once with 100 ml of 10% strength sodium sulphate and was then extracted twice by shaking with 300 ml o... Product: OC(CN1C2COCC1CN(C2)C[C@@H](C=2C(=C1COC(C1=CC2)=O)C)O)C2=NC=C(C#N)C=C2 (6-(1-Hydroxy-2-(7-((R)-2-hydroxy-2-(4-methyl-1-oxo-1,3-dihydroisobenzofuran-5-yl)ethyl)-3-oxa-7,9-diazabicyclo[3.3.1]nonan-9-yl)ethyl)nicotinonitrile). Procedure: 6-(1-Hydroxy-2-(7-((R)-2-hydroxy-2-(4-methyl-1-oxo-1,3-dihydroisobenzofuran-5-yl)ethyl)-3-oxa-7,9-diazabicyclo[3.3.1]nonan-9-yl)ethyl)nicotinonitrile was prepared in a similar fashion to that described for the synthesis of EXAMPLE 18 starting from 6-[1-hydroxy-2-(3-oxa-7,9-diazabicyclo[3.3.1]non-9-yl)ethyl]pyridine-3-carbonitrile (INTERMEDIATE 18) and 4-methyl-5-[(2R)-oxiran-2-yl]-2-benzofuran-1 (3H)-one [INTERMEDIATE 2]. Starting materials: OC(CN1C2COCC1CNC2)C2=CC=C(C=N2)C#N (6-[1-hydroxy-2-(3-oxa-7,9-diazabicyclo[3.3.1]non-9-yl)ethyl]pyridine-3-carbonitrile), OC(CN1C2COCC1CNC2)C2=CC=C(C=N2)C#N (6-[1-hydroxy-2-(3-oxa-7,9-diazabicyclo[3.3.1]non-9-yl)ethyl]pyridine-3-carbonitrile), CC1=C(C=CC=2C(OCC21)=O)[C@H]2OC2 (4-methyl-5-[(2R)-oxiran-2-yl]-2-benzofuran-1 (3H)-one), CC1=C(C=CC=2C(OCC21)=O)[C@H]2OC2 (4-methyl-5-[(2R)-oxiran-2-yl]-2-benzofuran-1 (3H)-one). RXN SMILES: [OH:1][CH:2]([C:13]1[N:18]=[CH:17][C:16]([C:19]#[N:20])=[CH:15][CH:14]=1)[CH2:3][N:4]1[CH:9]2[CH2:10][NH:11][CH2:12][CH:5]1[CH2:6][O:7][CH2:8]2.[CH3:21][C:22]1[C:30]2[CH2:29][O:28][C:27](=[O:31])[C:26]=2[CH:25]=[CH:24][C:23]=1[C@@H:32]1[CH2:34][O:33]1>>[OH:1][CH:2]([C:13]1[CH:14]=[CH:15][C:16]([C:19]#[N:20])=[CH:17][N:18]=1)[CH2:3][N:4]1[CH:9]2[CH2:10][N:11]([CH2:34][C@H:32]([OH:33])[C:23]3[C:22]([CH3:21])=[C:30]4[C:26](=[CH:25][CH:24]=3)[C:27](=[O:31])[O:28][CH2:29]4)[CH2:12][CH:5]1[CH2:6][O:7][CH2:8]2. The reactants are [O-]CC.[Na+] (sodium ethoxide), NC(C#N)C1=CC=CC=C1 (2-Amino-2-phenyl-acetonitrile), C(C1=CC=CC=C1)(=O)CC(C)=O (benzoyl acetone), C1(=CC=C(C=C1)S(=O)(=O)O)C (p-toluenesulfonic acid). The solvent is C(C)O (ethanol), C1=CC=CC=C1 (benzene). Conditions: time 12 hour. Yields the product NC=1C(=C(NC1C1=CC=CC=C1)C)C(C1=CC=CC=C1)=O (4-Amino-3-benzoyl-2-methyl-5-phenylpyrrole). RXN SMILES: [NH2:1][CH:2]([C:5]1[CH:10]=[CH:9][CH:8]=[CH:7][CH:6]=1)[C:3]#[N:4].[C:11]([CH2:19][C:20](=O)[CH3:21])(=[O:18])[C:12]1[CH:17]=[CH:16][CH:15]=[CH:14][CH:13]=1.C1(C)C=CC(S(O)(=O)=O)=CC=1.[O-]CC.[Na+]>C(O)C.C1C=CC=CC=1>[NH2:4][C:3]1[C:19]([C:11](=[O:18])[C:12]2[CH:17]=[CH:16][CH:15]=[CH:14][CH:13]=2)=[C:20]([CH3:21])[NH:1][C:2]=1[C:5]1[CH:10]=[CH:9][CH:8]=[CH:7][CH:6]=1 |f:3.4|. Procedure: 2-Amino-2-phenyl-acetonitrile (0.04 mole) and benzoyl acetone (0.04 mole) are refluxed for four hours in 30 ml. of anhydrous benzene in the presence of 100 mg. of p-toluenesulfonic acid. After cooling the reaction mixture is filtered and the solvent is evaporated off to give an oily residue which is dissolved in an ethanol solution containing sodium ethoxide (0.041 mole) and the mixture is allowed to stand for 12 hours at the room temperature. The solid precipitate which forms is recovered by fi... Reactants: C[C@@H](C(=O)OC1=CC=C(C=C1)[N+](=O)[O-])NC(=O)OCC2=CC=CC=C2 (Z-Ala-ONP), N1[C@H](C(=O)OC(C)(C)C)CCC1 (H-Pro-OtBu). The solvent is C(C)(=O)OCC (ethyl acetate), C(C)(=O)OCC (ethyl acetate). Run at time 15 hour. The product is N([C@@H](C)C(=O)N1[C@H](C(=O)OC(C)(C)C)CCC1)C(=O)OCC1=CC=CC=C1 (Z-Ala-Pro-OtBu). As a reaction SMILES: [CH3:1][C@H:2]([NH:15][C:16]([O:18][CH2:19][C:20]1[CH:25]=[CH:24][CH:23]=[CH:22][CH:21]=1)=[O:17])[C:3]([O:5]C1C=CC([N+]([O-])=O)=CC=1)=O.[NH:26]1[CH2:37][CH2:36][CH2:35][C@H:27]1[C:28]([O:30][C:31]([CH3:34])([CH3:33])[CH3:32])=[O:29]>C(OCC)(=O)C>[NH:15]([C:16]([O:18][CH2:19][C:20]1[CH:21]=[CH:22][CH:23]=[CH:24][CH:25]=1)=[O:17])[C@H:2]([C:3]([N:26]1[CH2:37][CH2:36][CH2:35][C@H:27]1[C:28]([O:30][C:31]([CH3:33])([CH3:34])[CH3:32])=[O:29])=[O:5])[CH3:1]. Procedure: 10.32 g of Z-Ala-ONP and 5.0 g of H-Pro-OtBu in 10 ml of ethyl acetate are allowed to stand for one hour at 0° C. and 15 hours at room temperature. The mixture is then diluted with 100 ml of ethyl acetate, washed with 50% saturated potassium carbonate solution and water, dried over sodium sulphate and evaporated. The resulting oil is homogeneous according to a thin layer chromatogram on silica gel (Rf = 0.65 in the system chloroform-methanol (9:1)) and is directly used further. The reactants are C(=O)(N1C=NC=C1)N1C=NC=C1 (carbonyldiimidazole), CN(CCCN)C (N,N-dimethylpropane-1,3-diamine), O (water), IC=1C=C(C(N(C1C)C1=CC(=CC=C1)C(F)(F)F)=O)C(=O)O (5-iodo-6-methyl-2-oxo-1-[3-(trifluoromethyl)phenyl]-1,2-dihydropyridine-3-carboxylic acid). Run in CN(C)C=O (DMF), CN(C)C=O (DMF), CN(C)C=O (DMF). Conditions: time 30 minute. Yields the product CN(CCCNC(=O)C=1C(N(C(=C(C1)I)C)C1=CC(=CC=C1)C(F)(F)F)=O)C (N-[3-(dimethylamino)propyl]-5-iodo-6-methyl-2-oxo-1-[3-(trifluoromethyl)phenyl]-1,2-dihydropyridine-3-carboxamide). The yield is 83.4%. RXN SMILES: [I:1][C:2]1[CH:3]=[C:4]([C:20](O)=[O:21])[C:5](=[O:19])[N:6]([C:9]2[CH:14]=[CH:13][CH:12]=[C:11]([C:15]([F:18])([F:17])[F:16])[CH:10]=2)[C:7]=1[CH3:8].C(N1C=CN=C1)(N1C=CN=C1)=O.[CH3:35][N:36]([CH3:41])[CH2:37][CH2:38][CH2:39][NH2:40].O>CN(C=O)C>[CH3:35][N:36]([CH3:41])[CH2:37][CH2:38][CH2:39][NH:40][C:20]([C:4]1[C:5](=[O:19])[N:6]([C:9]2[CH:14]=[CH:13][CH:12]=[C:11]([C:15]([F:16])([F:18])[F:17])[CH:10]=2)[C:7]([CH3:8])=[C:2]([I:1])[CH:3]=1)=[O:21]. Reported procedure: To a suspension of 5-iodo-6-methyl-2-oxo-1-[3-(trifluoromethyl)phenyl]-1,2-dihydropyridine-3-carboxylic acid (10 g, 23.64 mmol) in DMF (20 mL) was added a solution of carbonyldiimidazole (5.14 g, 30.72 mmol) in DMF (30 mL) over a period of 40 min at 25° C. After stirring the mixture for 30 minutes, was added a solution of N,N-dimethylpropane-1,3-diamine (3.62 g, 35.45 mmol) in DMF (10 mL) over a period of 20 min at 25° C. and stirred for 40 minutes. After completion of the reaction, water (100 m...